This data is from the Open Reaction Database (ORD), a public repository of structured organic reaction records. The task is: describe an organic reaction: reactants, conditions, products, and yield The reactants are C(C)(=O)C1=C(C(=C(OCCCOC2=C(C#N)C(=CC=C2)[N+](=O)[O-])C=C1)CCC)O (2-[3-(4-acetyl-3-hydroxy-2-propylphenoxy)-propoxy]-6-nitrobenzonitrile), C1=CCCCC1 (cyclohexene). Reagents/catalysts: [Pd] (palladium-on-carbon). Solvent: C(C)O (ethanol). Yields the product NC1=C(C#N)C(=CC=C1)OCCCOC1=C(C(=C(C=C1)C(C)=O)O)CCC (2-amino-6-[3-(4-acetyl-3-hydroxy-2-n-propylphenoxy)-propoxy]-benzonitrile). RXN SMILES: [C:1]([C:4]1[CH:25]=[CH:24][C:7]([O:8][CH2:9][CH2:10][CH2:11][O:12][C:13]2[CH:20]=[CH:19][CH:18]=[C:17]([N+:21]([O-])=O)[C:14]=2[C:15]#[N:16])=[C:6]([CH2:26][CH2:27][CH3:28])[C:5]=1[OH:29])(=[O:3])[CH3:2].C1CCCCC=1>C(O)C.[Pd]>[NH2:21][C:17]1[CH:18]=[CH:19][CH:20]=[C:13]([O:12][CH2:11][CH2:10][CH2:9][O:8][C:7]2[CH:24]=[CH:25][C:4]([C:1](=[O:3])[CH3:2])=[C:5]([OH:29])[C:6]=2[CH2:26][CH2:27][CH3:28])[C:14]=1[C:15]#[N:16]. Procedure: 2.5 g of 10% palladium-on-carbon are added to a solution of 10 g (25.1 mmol) of 2-[3-(4-acetyl-3-hydroxy-2-propylphenoxy)-propoxy]-6-nitrobenzonitrile and 10 g of cyclohexene in 500 ml of ethanol and the whole is heated under reflux for 30 minutes. After cooling to room temperature the mixture is filtered and freed of solvent. Ether is added to the residue and the crystals that have separated out are filtered off. 2-amino-6-[3-(4-acetyl-3-hydroxy-2-n-propylphenoxy)-propoxy]-benzonitrile having a... Starting materials: NC1=C(C2=C(S1)C=CC=C2)C(=O)OCC (ethyl 2-aminobenzo[b]thiophene-3-carboxylate), FC1=C(C=C(C=C1)OC)[N+](=O)[O-] (2-fluoro-5-methoxynitrobenzene). Solvent: CS(=O)C (dimethyl sulfoxide). The product is COC1=CC(=C(NC2=C(C3=C(S2)C=CC=C3)C(=O)OCC)C=C1)[N+](=O)[O-] (ethyl 2-(4-methoxy-2-nitroanilino)benzo[b]thiophene-3-carboxylate). RXN SMILES: [NH2:1][C:2]1[S:6][C:5]2[CH:7]=[CH:8][CH:9]=[CH:10][C:4]=2[C:3]=1[C:11]([O:13][CH2:14][CH3:15])=[O:12].F[C:17]1[CH:22]=[CH:21][C:20]([O:23][CH3:24])=[CH:19][C:18]=1[N+:25]([O-:27])=[O:26]>CS(C)=O>[CH3:24][O:23][C:20]1[CH:21]=[CH:22][C:17]([NH:1][C:2]2[S:6][C:5]3[CH:7]=[CH:8][CH:9]=[CH:10][C:4]=3[C:3]=2[C:11]([O:13][CH2:14][CH3:15])=[O:12])=[C:18]([N+:25]([O-:27])=[O:26])[CH:19]=1. Reported procedure: In the same manner as in Starting Material Synthesis Example 4 and using ethyl 2-aminobenzo[b]thiophene-3-carboxylate, 2-fluoro-5-methoxynitrobenzene and dimethyl sulfoxide, ethyl 2-(4-methoxy-2-nitroanilino)benzo[b]thiophene-3-carboxylate is obtained.